Dataset: the Open Reaction Database (ORD), a public repository of structured organic reaction records. Task: describe an organic reaction: reactants, conditions, products, and yield Reactants: [Br-].[Na+] (sodium bromide), C(C1=CC=CC=C1)O (benzyl alcohol), OO (Hydrogen peroxide), C(C1=CC=CC=C1)O (benzyl alcohol). The reagents and catalysts are O.O.O.O.C(C)(=O)[O-].[Co+2].C(C)(=O)[O-] (Cobalt (II) acetate tetrahydrate). The solvent is C(C)(=O)O (acetic acid). Run at temperature 80 celsius, time 90 minute. Product: C(C1=CC=CC=C1)=O (benzaldehyde), C(C1=CC=CC=C1)(=O)O (benzoic acid). Yield: 48.8%. As a reaction SMILES: [Br-].[Na+].[CH2:3]([OH:10])[C:4]1[CH:9]=[CH:8][CH:7]=[CH:6][CH:5]=1.[OH:11]O>O.O.O.O.C([O-])(=O)C.[Co+2].C([O-])(=O)C.C(O)(=O)C>[CH:3](=[O:10])[C:4]1[CH:9]=[CH:8][CH:7]=[CH:6][CH:5]=1.[C:3]([OH:11])(=[O:10])[C:4]1[CH:9]=[CH:8][CH:7]=[CH:6][CH:5]=1 |f:0.1,4.5.6.7.8.9.10|. Procedure: Cobalt (II) acetate tetrahydrate (0.5 g, 0.002 moles), sodium bromide (0.5 g, 0.005 moles), benzyl alcohol (2.93 g, 0.027 moles) and acetic acid (25 g) were charged to a vessel fitted with a overhead paddle stirrer, thermometer and condenser and heated to 80° C. Hydrogen peroxide (30%, 0.22 moles) was added dropwise down the condenser over two hours during which time the reaction mixture changed colour from deep blue to pink. The reaction was continued for a further 90 minutes after which it was... Reactants: amine, BrC=1C=C2/C(/C(NC(C2=CC1)=O)=O)=C/NC1=CC(=C(C=C1)N1C[C@H](N[C@H](C1)C)C)C(F)(F)F ((4Z)-6-Bromo-4-({[4-[(3R,5S)-3,5-dimethylpiperazin-1-yl]-3-(trifluoromethyl)phenyl]amino}methylene)isoquinoline-1,3(2H,4H)-dione), BrC=1C=C2C(C(NC(C2=CC1)=O)=O)=CNC1=CC=C(C=C1)N1CC(NC(C1)C)C (6-bromo-4-({[4-(3,5-dimethylpiperazin-1-yl)phenyl]amino}methylene)isoquinoline-1,3(2H,4H)-dione). The product is yellow solid, BrC=1C=C2\C(\C(NC(C2=CC1)=O)=O)=C/OC ((4E)-6-bromo-4-(methoxymethylene)isoquinoline 1,3(2H,4H)-dione). Yield: 62.0%. Reaction SMILES: [Br:1][C:2]1[CH:3]=[C:4]2[C:9](=[CH:10][CH:11]=1)[C:8](=[O:12])[NH:7][C:6](=[O:13])/[C:5]/2=[CH:14]\NC1C=CC(N2C[C@H](C)N[C@H](C)C2)=C(C(F)(F)F)C=1.BrC1C=C2C(=CC=1)[C:41](=[O:45])NC(=O)C2=CNC1C=CC(N2CC(C)NC(C)C2)=CC=1>>[Br:1][C:2]1[CH:3]=[C:4]2[C:9](=[CH:10][CH:11]=1)[C:8](=[O:12])[NH:7][C:6](=[O:13])/[C:5]/2=[CH:14]/[O:45][CH3:41]. Reported procedure: Using the procedure described for the preparation of 4Z)-6-bromo-4-({[4-(3,5-dimethylpiperazin-1-yl)phenyl]amino}methylene)isoquinoline-1,3(2H,4H)-dione, \2.28 g (62% yield) of yellow solid is obtained from 2.0 g (7.0 mmol) of (4E)-6-bromo-4-(methoxymethylene)isoquinoline 1,3(2H,4H)-dione, and 2.13 g (7.7 mmol) of 4-[(3R,5S)-3,5-dimethylpiperazin-1-yl]-3-(trifluoromethyl)phenyl]amine; mp: 224-225° C.; MS (ESI) m/z 523.1 (M+H)+1 Starting materials: BrC=1C=CC(=NC1)C#CCCC1=CC=C(C=C1)CN1CCCC1 (5-bromo-2-[4-(4-pyrrolidin-1-ylmethyl-phenyl)-but-1-ynyl]-pyridine), ClC1=CC=C(C=C1)OB(O)O (4-chloro-phenylboric acid), tetrakis-triphenylphosphane palladium, C(=O)([O-])[O-].[Na+].[Na+] (Na2CO3). The solvent is O1CCOCC1 (1,4-dioxane). Run at temperature 100 celsius. Yields the product ClC1=CC=C(C=C1)C=1C=CC(=NC1)C#CCCC1=CC=C(C=C1)CN1CCCC1 (5-(4-chloro-phenyl)-2-[4-(4-pyrrolidin-1-ylmethyl-phenyl)-but-1-ynyl]-pyridine). Reaction SMILES: Br[C:2]1[CH:3]=[CH:4][C:5]([C:8]#[C:9][CH2:10][CH2:11][C:12]2[CH:17]=[CH:16][C:15]([CH2:18][N:19]3[CH2:23][CH2:22][CH2:21][CH2:20]3)=[CH:14][CH:13]=2)=[N:6][CH:7]=1.[Cl:24][C:25]1[CH:30]=[CH:29][C:28](OB(O)O)=[CH:27][CH:26]=1.C([O-])([O-])=O.[Na+].[Na+]>O1CCOCC1>[Cl:24][C:25]1[CH:30]=[CH:29][C:28]([C:2]2[CH:3]=[CH:4][C:5]([C:8]#[C:9][CH2:10][CH2:11][C:12]3[CH:17]=[CH:16][C:15]([CH2:18][N:19]4[CH2:23][CH2:22][CH2:21][CH2:20]4)=[CH:14][CH:13]=3)=[N:6][CH:7]=2)=[CH:27][CH:26]=1 |f:2.3.4|. Procedure details: A mixture of 100 mg (0.27 mmol) 5-bromo-2-[4-(4-pyrrolidin-1-ylmethyl-phenyl)-but-1-ynyl]-pyridine, 85 mg (0.54 mmol) 4-chloro-phenylboric acid, 15.7 mg (0.014 mmol) tetrakis-triphenylphosphane-palladium, 0.28 mL of a 2 M aqueous Na2CO3 solution in 10 mL 1,4-dioxane is heated for 8 h at 100° C. under an argon atmosphere. The solvent is distilled off i.vac., the residue is taken up in water, exhaustively extracted with EtOAc and dried over Na2SO4. After the desiccant and solvent have been elimina... Starting materials: C(C1=CC=CC=C1)OC1=CC2=C(N(CCCC2C(=O)OC(C)(C)C)CO)C2=CC=CC=C12 (7-(Benzyloxy)-5-(tert-butyloxycarbonyl)-1-(hydroxymethyl)-1,2,3,4-tetrahydro-5H-naphtho[1,2-b]azepine), C(Cl)(Cl)(Cl)Cl (CCl4), C1=CC=C(C=C1)P(C2=CC=CC=C2)C3=CC=CC=C3 (Ph3P). Run in C(Cl)Cl (CH2Cl2). Reaction conditions: temperature 25 celsius, time 2.5 hour. Yields the product C(C1=CC=CC=C1)OC1=CC2=C(N(CCCC2C(=O)OC(C)(C)C)CCl)C2=CC=CC=C12 (7-(Benzyloxy)-5-(tert-butyloxycarbonyl)-1-(chloromethyl)-1,2,3,4-tetrahydro-5H-naphtho[1,2-b]azepine). Yield: 44.2%. Reaction SMILES: [CH2:1]([O:8][C:9]1[C:32]2[C:27](=[CH:28][CH:29]=[CH:30][CH:31]=2)[C:12]2[N:13]([CH2:25]O)[CH2:14][CH2:15][CH2:16][CH:17]([C:18]([O:20][C:21]([CH3:24])([CH3:23])[CH3:22])=[O:19])[C:11]=2[CH:10]=1)[C:2]1[CH:7]=[CH:6][CH:5]=[CH:4][CH:3]=1.C(Cl)(Cl)(Cl)[Cl:34].C1C=CC(P(C2C=CC=CC=2)C2C=CC=CC=2)=CC=1>C(Cl)Cl>[CH2:1]([O:8][C:9]1[C:32]2[C:27](=[CH:28][CH:29]=[CH:30][CH:31]=2)[C:12]2[N:13]([CH2:25][Cl:34])[CH2:14][CH2:15][CH2:16][CH:17]([C:18]([O:20][C:21]([CH3:24])([CH3:23])[CH3:22])=[O:19])[C:11]=2[CH:10]=1)[C:2]1[CH:7]=[CH:6][CH:5]=[CH:4][CH:3]=1. Procedure: A solution of 83 (0.105 g, 0.24 mmol, 1 equiv) in CH2Cl2 (2 mL) was treated with CCl4 (0.225 mL, 2.33 mmol, 9.7 equiv) followed by Ph3P (0.212 g, 0.81 mmol, 3.3 equiv) and the mixture was stirred at 25° C. for 2.5 h. The crude reaction solution was passed through a plug of silica gel and concentrated. Radial chromatography (SiO2, 1 mm plate, 5% EtOAc-hexane) provided 86 as a pale yellow oil (0.048 g, 0.108 g theoretical, 44%): 1H NMR (250 MHz, CDCl3) major rotamer δ 8.44-8.36 (m, 1H), 8.15-7.12 ...